This data is from the Open Reaction Database (ORD), a public repository of structured organic reaction records. The task is: describe an organic reaction: reactants, conditions, products, and yield The reactants are ClC1=CC(=C(NC2=NC=NC3=CC(=C(C=C23)OC)O)C=C1)F (4-(4-chloro-2-fluoroanilino)-7-hydroxy-6-methoxyquinazoline), Cl.ClCCOC1=NC=CC=C1 (2-(2-chloroethoxy)pyridine hydrochloride), C([O-])([O-])=O.[K+].[K+] (potassium carbonate). Run in CN(C)C=O (DMF), O (water). Conditions: temperature 90 celsius. Yields the product ClC1=CC(=C(NC2=NC=NC3=CC(=C(C=C23)OC)OCCOC2=NC=CC=C2)C=C1)F (4-(4-chloro-2-fluoroanilino)-6-methoxy-7-(2-(2-pyridyloxy)ethoxy)quinazoline). Isolated yield 7.4%. As a reaction SMILES: [Cl:1][C:2]1[CH:21]=[CH:20][C:5]([NH:6][C:7]2[C:16]3[C:11](=[CH:12][C:13]([OH:19])=[C:14]([O:17][CH3:18])[CH:15]=3)[N:10]=[CH:9][N:8]=2)=[C:4]([F:22])[CH:3]=1.Cl.Cl[CH2:25][CH2:26][O:27][C:28]1[CH:33]=[CH:32][CH:31]=[CH:30][N:29]=1.C(=O)([O-])[O-].[K+].[K+]>CN(C=O)C.O>[Cl:1][C:2]1[CH:21]=[CH:20][C:5]([NH:6][C:7]2[C:16]3[C:11](=[CH:12][C:13]([O:19][CH2:25][CH2:26][O:27][C:28]4[CH:33]=[CH:32][CH:31]=[CH:30][N:29]=4)=[C:14]([O:17][CH3:18])[CH:15]=3)[N:10]=[CH:9][N:8]=2)=[C:4]([F:22])[CH:3]=1 |f:1.2,3.4.5|. Procedure details: A mixture of 4-(4-chloro-2-fluoroanilino)-7-hydroxy-6-methoxyquinazoline (200 mg, 0.63 mmol), 2-(2-chloroethoxy)pyridine hydrochloride (120 mg, 0.61 mmol) and potassium carbonate (260 mg, 1.9 mmol) in DMF (25 ml) was heated at 90° C. for 16 hours. The mixture was diluted with water and extracted with ethyl acetate. The extract was dried (MgSO4) and the solvent removed by evaporation. The residue was purified by column chromatography eluting with ethyl acetate/methanol mixtures (100/0 increasing ... Reactants: CCO, COC(=O)CCc1ccccc1OCCCc1oc(-n2ccnc2C)nc1-c1ccc(Cl)cc1, Cl, [Na+], C1CCOC1, [OH-], O. Yields the product Cc1nccn1-c1nc(-c2ccc(Cl)cc2)c(CCCOc2ccccc2CCC(=O)O)o1. Reaction SMILES: [CH3:44][CH2:45][OH:46].[Cl:1][c:2]1[cH:3][cH:4][c:5](-[c:8]2[n:9][c:10](-[n:29]3[c:30]([CH3:34])[n:31][cH:32][cH:33]3)[o:11][c:12]2[CH2:13][CH2:14][CH2:15][O:16][c:17]2[c:18]([CH2:23][CH2:24][C:25](=[O:26])[O:27][CH3:28])[cH:19][cH:20][cH:21][cH:22]2)[cH:6][cH:7]1.[ClH:42].[Na+:41].[O:35]1[CH2:36][CH2:37][CH2:38][CH2:39]1.[OH-:40].[OH2:43]>>[Cl:1][c:2]1[cH:3][cH:4][c:5](-[c:8]2[n:9][c:10](-[n:29]3[c:30]([CH3:34])[n:31][cH:32][cH:33]3)[o:11][c:12]2[CH2:13][CH2:14][CH2:15][O:16][c:17]2[c:18]([CH2:23][CH2:24][C:25](=[O:26])[OH:27])[cH:19][cH:20][cH:21][cH:22]2)[cH:6][cH:7]1. Reactants: IC1=CC(=CC=C1)C(F)(F)F (1-iodo-3-trifluoromethylbenzene), C(#C)C=1C=NC=C(C1)OC (3-ethynyl-5-methoxypyridine). Product: COC=1C=NC=C(C1)C#CC1=CC(=CC=C1)C(F)(F)F (3-Methoxy-5-(3-trifluoromethyl-phenylethynyl)-pyridine). Yield: 65.0%. RXN SMILES: I[C:2]1[CH:7]=[CH:6][CH:5]=[C:4]([C:8]([F:11])([F:10])[F:9])[CH:3]=1.[C:12]([C:14]1[CH:15]=[N:16][CH:17]=[C:18]([O:20][CH3:21])[CH:19]=1)#[CH:13]>>[CH3:21][O:20][C:18]1[CH:17]=[N:16][CH:15]=[C:14]([C:12]#[C:13][C:2]2[CH:7]=[CH:6][CH:5]=[C:4]([C:8]([F:11])([F:10])[F:9])[CH:3]=2)[CH:19]=1. Reported procedure: Prepare essentially as described in PREPARATION 10 using 1-iodo-3-trifluoromethylbenzene (0.430 mL, 3.0 mmol) and 3-ethynyl-5-methoxypyridine, (prepared essentially as described in PREPARATION 10), (415 mg, 3.1 mmol) at room temperature for 16 h to give the title compound (541 mg, 65%). Starting materials: COC=1C=C(/C=C/C2=NN(C(=C2)O)C2=NC=CC=C2)C=C(C1O[Si](C)(C)C(C)(C)C)OC ((E)-3-(3,5-dimethoxy-4-tert-butyldimethylsilyloxystyryl)-1-(Pyridin-2-yl)-1H-pyrazol-5-ol), [Si](C)(C)(C(C)(C)C)OC(=CC1=CC=CC=C1)C=1C=NN(C1O)C1=NC=CC=C1 (4-(tert-butyldimethylsilyloxystyryl)-1-(pyridin-2-yl)-1H-pyrazol-5-ol). The product is COC=1C=C(C=CC2=NN(C(=C2)O)C2=NC=CC=C2)C=C(C1O)OC (3-(3,5-dimethoxy-4-hydroxystyryl)-1-(pyridin-2-yl)-1H-pyrazol-5-ol). The yield is 94.0%. As a reaction SMILES: [CH3:1][O:2][C:3]1[CH:4]=[C:5]([CH:20]=[C:21]([O:31][CH3:32])[C:22]=1[O:23][Si](C(C)(C)C)(C)C)/[CH:6]=[CH:7]/[C:8]1[CH:12]=[C:11]([OH:13])[N:10]([C:14]2[CH:19]=[CH:18][CH:17]=[CH:16][N:15]=2)[N:9]=1.[Si](OC(C1C=NN(C2C=CC=CN=2)C=1O)=CC1C=CC=CC=1)(C(C)(C)C)(C)C>>[CH3:1][O:2][C:3]1[CH:4]=[C:5]([CH:20]=[C:21]([O:31][CH3:32])[C:22]=1[OH:23])[CH:6]=[CH:7][C:8]1[CH:12]=[C:11]([OH:13])[N:10]([C:14]2[CH:19]=[CH:18][CH:17]=[CH:16][N:15]=2)[N:9]=1. Procedure details: The title compound was prepared in the same manner as in Example C-11, except that 1.201 mmol of Compound 9i prepared in Example C-9 was used in place of Compound 9g. The product is Clc1ncn(COc2ccc(Oc3ccccc3)cc2)c1Cl. RXN SMILES: [CH3:28][N:29]([CH3:30])[CH:31]=[O:32].[Cl:19][CH2:20][n:21]1[cH:22][n:23][c:24]([Cl:27])[c:25]1[Cl:26].[H-:15].[H:17][H:18].[Na+:16].[OH2:33].[OH:1][c:2]1[cH:3][cH:4][c:5]([O:6][c:7]2[cH:8][cH:9][cH:10][cH:11][cH:12]2)[cH:13][cH:14]1>>[O:1]([c:2]1[cH:3][cH:4][c:5]([O:6][c:7]2[cH:8][cH:9][cH:10][cH:11][cH:12]2)[cH:13][cH:14]1)[CH2:20][n:21]1[cH:22][n:23][c:24]([Cl:27])[c:25]1[Cl:26]. Reactants: CN(C)C=O, ClCn1cnc(Cl)c1Cl, [H-], [H][H], [Na+], O, Oc1ccc(Oc2ccccc2)cc1.